Dataset: the Open Reaction Database (ORD), a public repository of structured organic reaction records. Task: describe an organic reaction: reactants, conditions, products, and yield The reactants are BrC1=CC=C2C(CC(C(C2=C1)=O)C=O)(C)C (7-Bromo-4,4-dimethyl-2-formyl-1-oxo- 1,2,3 ,4-tetrahydronaphthalene), CC(=O)C=C (methylvinylketone). The reagents and catalysts are C(C)N(CC)CC (Triethylamine). Run in C(C)OCC (ethyl ether). Reaction conditions: temperature 0 celsius. Product: BrC1=CC=C2C(CC(C(C2=C1)=O)(CCC(C)=O)C=O)(C)C (7-Bromo-4,4-dimethyl-2-formyl-2-(3-oxo-butyl)-1-oxo- 1,2,3,4-tetrahydronaphthalene). Isolated yield 87.2%. RXN SMILES: [Br:1][C:2]1[CH:11]=[C:10]2[C:5]([C:6]([CH3:16])([CH3:15])[CH2:7][CH:8]([CH:13]=[O:14])[C:9]2=[O:12])=[CH:4][CH:3]=1.[CH3:17][C:18]([CH:20]=[CH2:21])=[O:19]>C(N(CC)CC)C.C(OCC)C>[Br:1][C:2]1[CH:11]=[C:10]2[C:5]([C:6]([CH3:16])([CH3:15])[CH2:7][C:8]([CH:13]=[O:14])([CH2:21][CH2:20][C:18](=[O:19])[CH3:17])[C:9]2=[O:12])=[CH:4][CH:3]=1. Procedure details: 7-Bromo-4,4-dimethyl-2-formyl-1-oxo- 1,2,3 ,4-tetrahydronaphthalene (1.0 g, 3.56 mmol) was dissoved in methylvinylketone (dist., 0.468 g, 6.7 mmol) and this mixture was cooled down to 0° C. Triethylamine (3 drops) was then added and the mixture was stirred at 0° C. for an hour and then at room temperature overnight. The reaction mixture was dissolved in ethyl ether and concentrated to give the title material (1.09 g, 87%) as a yellow oil. Reactants: ( 200 ), C=1(C(=CC=CC1C)C)OCC1=NC=CC=C1 (2-[(2,6-xyloxy)methyl]-pyridine), COS(=O)(=O)OC (dimethylsulphate). Solvent: O (water). Product: COS(=O)(=O)O.CN1C(C=CC=C1)COC=1C(=CC=CC1C)C (N-methyl-2-[(2,6-xyloxy)methyl]pyridine methylsulfate). RXN SMILES: [C:1]1([O:9][CH2:10][C:11]2[CH:16]=[CH:15][CH:14]=[CH:13][N:12]=2)[C:2]([CH3:8])=[CH:3][CH:4]=[CH:5][C:6]=1[CH3:7].[CH3:17][O:18][S:19]([O:22]C)(=[O:21])=[O:20]>O>[CH3:17][O:18][S:19]([OH:22])(=[O:21])=[O:20].[CH3:17][N:12]1[CH:13]=[CH:14][CH:15]=[CH:16][CH:11]1[CH2:10][O:9][C:1]1[C:2]([CH3:8])=[CH:3][CH:4]=[CH:5][C:6]=1[CH3:7] |f:3.4|. Reported procedure: Two hundred (200) g of 2-[(2,6-xyloxy)methyl]-pyridine are mixed with 300 g of dimethylsulphate whereupon 500 g of water are added at 100° C. during 3 hours. The excess of dimethylsulfate is removed by extraction using ether. The remaining solution is purified using active carbon and the resultant solution filtered. N-methyl-2-[(2,6-xyloxy)methyl]pyridine methylsulfate is isolated as a salt by evaporation of the water in vacuo. Reactants: FC1=C(C(=CC=C1)F)S(=O)(=O)CNC([O-])=O (N-(2,6-difluorophenylsulphonyl)methylcarbamate), CC1=NNCC1 (3-methyl-2-pyrazoline), N1=CC=CC=C1 (pyridine), O1CCOCC1 (dioxane). The product is FC1=C(C(=CC=C1)F)S(=O)(=O)NC(=O)N1N=C(CC1)C (1-(2,6-difluorophenylsulphonylcarbamoyl)-3-methyl-2-pyrazoline). As a reaction SMILES: [F:1][C:2]1[CH:7]=[CH:6][CH:5]=[C:4]([F:8])[C:3]=1[S:9](CNC(=O)[O-])(=[O:11])=[O:10].[CH3:17][C:18]1[CH2:22][CH2:21][NH:20][N:19]=1.[N:23]1[CH:28]=CC=CC=1.[O:29]1CCOCC1>>[F:8][C:4]1[CH:5]=[CH:6][CH:7]=[C:2]([F:1])[C:3]=1[S:9]([NH:23][C:28]([N:20]1[CH2:21][CH2:22][C:18]([CH3:17])=[N:19]1)=[O:29])(=[O:10])=[O:11]. Reported procedure: A mixture of 2.51 g of N-(2,6-difluorophenylsulphonyl)methylcarbamate, 1.68 g of 3-methyl-2-pyrazoline and 3 ml of pyridine in 20 ml of dioxane is heated on a steambath for 2 hours. After cooling the solvent is evaporated under reduced pressure and the residue is dissolved in 20 ml of water. This solution is filtrated and then acidified with conc. hydrochloric acid. The title compound, viz. 1-(2,6-difluorophenylsulphonylcarbamoyl)-3-methyl-2-pyrazoline, is obtained in a yield of 2.50 g; melting ... Reactants: ClCCCCBr, O=C([O-])[O-], CC(C)=O, [K+], [K+], CCCCCCCCCCCCCCCCCCN(C)C(=O)c1ccccc1CO. Product: CCCCCCCCCCCCCCCCCCN(C)C(=O)c1ccccc1COCCCCCl. Reaction SMILES: [Br:31][CH2:32][CH2:33][CH2:34][CH2:35][Cl:36].[C:37](=[O:38])([O-:39])[O-:40].[CH3:43][C:44](=[O:45])[CH3:46].[K+:41].[K+:42].[OH:1][CH2:2][c:3]1[c:4]([C:9](=[O:10])[N:11]([CH2:12][CH2:13][CH2:14][CH2:15][CH2:16][CH2:17][CH2:18][CH2:19][CH2:20][CH2:21][CH2:22][CH2:23][CH2:24][CH2:25][CH2:26][CH2:27][CH2:28][CH3:29])[CH3:30])[cH:5][cH:6][cH:7][cH:8]1>>[O:1]([CH2:2][c:3]1[c:4]([C:9](=[O:10])[N:11]([CH2:12][CH2:13][CH2:14][CH2:15][CH2:16][CH2:17][CH2:18][CH2:19][CH2:20][CH2:21][CH2:22][CH2:23][CH2:24][CH2:25][CH2:26][CH2:27][CH2:28][CH3:29])[CH3:30])[cH:5][cH:6][cH:7][cH:8]1)[CH2:32][CH2:33][CH2:34][CH2:35][Cl:36]. Starting materials: CCCCP(CCCC)CCCC, ClCCl, COc1cc2c(Nc3ccc(Cl)cc3F)ncnc2cc1O, O=C(N=NC(=O)N1CCCCC1)N1CCCCC1, O=S1(=O)CCN(CCO)CC1. Product: COc1cc2c(Nc3ccc(Cl)cc3F)ncnc2cc1OCCN1CCS(=O)(=O)CC1. RXN SMILES: [CH2:41]([P:42]([CH2:43][CH2:44][CH2:45][CH3:46])[CH2:47][CH2:48][CH2:49][CH3:50])[CH2:51][CH2:52][CH3:53].[CH2:65]([Cl:66])[Cl:67].[Cl:19][c:20]1[cH:21][c:22]([F:40])[c:23]([NH:24][c:25]2[n:26][cH:27][n:28][c:29]3[cH:30][c:31]([OH:37])[c:32]([O:35][CH3:36])[cH:33][c:34]23)[cH:38][cH:39]1.[N:1]([C:2]([N:3]1[CH2:4][CH2:5][CH2:6][CH2:7][CH2:8]1)=[O:9])=[N:10][C:11]([N:12]1[CH2:13][CH2:14][CH2:15][CH2:16][CH2:17]1)=[O:18].[OH:54][CH2:55][CH2:56][N:57]1[CH2:58][CH2:59][S:60](=[O:63])(=[O:64])[CH2:61][CH2:62]1>>[Cl:19][c:20]1[cH:21][c:22]([F:40])[c:23]([NH:24][c:25]2[n:26][cH:27][n:28][c:29]3[cH:30][c:31]([O:37][CH2:55][CH2:56][N:57]4[CH2:58][CH2:59][S:60](=[O:63])(=[O:64])[CH2:61][CH2:62]4)[c:32]([O:35][CH3:36])[cH:33][c:34]23)[cH:38][cH:39]1. The reactants are CC(C)([O-])C.[Na+] (sodium t-butoxide), FC1=CC2=C(N=C(S2)N[C@@H]2C[C@H](C2)N)C=C1 (trans-N1-(6-fluorobenzo[d]thiazol-2-yl)cyclobutane-1,3-diamine), C1(CCCCC1)P(C1=C(C(=CC=C1OC)OC)C1=C(C=C(C=C1C(C)C)C(C)C)C(C)C)C1CCCCC1 (dicyclohexyl(2′,4′,6′-triisopropyl-3,6-dimethoxy-[1,1′-biphenyl]-2-yl)phosphine), INTERMEDIATE 72, ClC1=NC(=NC=C1C(C(=O)OCC)(C)C)SC (ethyl 2-(4-chloro-2-(methylthio)pyrimidin-5-yl)-2-methylpropanoate). The reagents and catalysts are C=1C=CC(=CC1)/C=C/C(=O)/C=C/C2=CC=CC=C2.C=1C=CC(=CC1)/C=C/C(=O)/C=C/C2=CC=CC=C2.C=1C=CC(=CC1)/C=C/C(=O)/C=C/C2=CC=CC=C2.[Pd].[Pd] (tris(dibenzylideneacetone)dipalladium). Run in O1CCOCC1 (dioxane). Product: FC1=CC2=C(N=C(S2)N[C@@H]2C[C@H](C2)N2C(C(C3=C2N=C(N=C3)SC)(C)C)=O)C=C1 (7-(trans-3-((6-fluorobenzo[d]thiazol-2-yl)amino)cyclobutyl)-5,5-dimethyl-2-(methylthio)-5H-pyrrolo[2,3-d]pyrimidin-6(7H)-one). Isolated yield 28.0%. Reaction SMILES: [F:1][C:2]1[CH:16]=[CH:15][C:5]2[N:6]=[C:7]([NH:9][C@H:10]3[CH2:13][C@H:12]([NH2:14])[CH2:11]3)[S:8][C:4]=2[CH:3]=1.Cl[C:18]1[C:23]([C:24]([CH3:31])([CH3:30])[C:25](OCC)=[O:26])=[CH:22][N:21]=[C:20]([S:32][CH3:33])[N:19]=1.C1(P(C2CCCCC2)C2C(OC)=CC=C(OC)C=2C2C(C(C)C)=CC(C(C)C)=CC=2C(C)C)CCCCC1.CC(C)([O-])C.[Na+]>O1CCOCC1.C1C=CC(/C=C/C(/C=C/C2C=CC=CC=2)=O)=CC=1.C1C=CC(/C=C/C(/C=C/C2C=CC=CC=2)=O)=CC=1.C1C=CC(/C=C/C(/C=C/C2C=CC=CC=2)=O)=CC=1.[Pd].[Pd]>[F:1][C:2]1[CH:16]=[CH:15][C:5]2[N:6]=[C:7]([NH:9][C@H:10]3[CH2:11][C@H:12]([N:14]4[C:22]5[N:21]=[C:20]([S:32][CH3:33])[N:19]=[CH:18][C:23]=5[C:24]([CH3:30])([CH3:31])[C:25]4=[O:26])[CH2:13]3)[S:8][C:4]=2[CH:3]=1 |f:3.4,6.7.8.9.10|. Procedure details: Following the procedure described for Example 44 (MethOD B6), using trans-N1-(6-fluorobenzo[d]thiazol-2-yl)cyclobutane-1,3-diamine, INTERMEDIATE 72 (0.454 g, 1.913 mmol), ethyl 2-(4-chloro-2-(methylthio)pyrimidin-5-yl)-2-methylpropanoate (0.550 g, 2.002 mmol), dicyclohexyl(2′,4′,6′-triisopropyl-3,6-dimethoxy-[1,1′-biphenyl]-2-yl)phosphine (0.185 g, 0.344 mmol), tris(dibenzylideneacetone)dipalladium (0) (0.131 g, 0.143 mmol), sodium t-butoxide (0.460 g, 4.78 mmol) in dry dioxane (3 mL) afforded t... Starting materials: N, COC(=O)CON=C(C)c1cnc2nnn(Cc3ccc4ncccc4c3)c2n1. Product: CC(=NOCC(N)=O)c1cnc2nnn(Cc3ccc4ncccc4c3)c2n1. As a reaction SMILES: [NH3:30].[n:1]1[cH:2][cH:3][cH:4][c:5]2[cH:6][c:7]([CH2:11][n:12]3[n:13][n:14][c:15]4[c:16]3[n:17][c:18]([C:21]([CH3:22])=[N:23][O:24][CH2:25][C:26]([O:28][CH3:27])=[O:29])[cH:19][n:20]4)[cH:8][cH:9][c:10]12>>[n:1]1[cH:2][cH:3][cH:4][c:5]2[cH:6][c:7]([CH2:11][n:12]3[n:13][n:14][c:15]4[c:16]3[n:17][c:18]([C:21]([CH3:22])=[N:23][O:24][CH2:25][C:26](=[O:28])[NH2:30])[cH:19][n:20]4)[cH:8][cH:9][c:10]12. Starting materials: CS(C)=O, ClCc1nccn1Cc1cc(Cl)cc(Cl)c1, Cl, Cl, [K+], [K+], O=C([O-])[O-], O, Oc1cccc(O)c1. Yields the product Oc1cccc(OCc2nccn2Cc2cc(Cl)cc(Cl)c2)c1. RXN SMILES: [CH3:34][S:35]([CH3:36])=[O:37].[Cl:2][CH2:3][c:4]1[n:5]([CH2:9][c:10]2[cH:11][c:12]([Cl:17])[cH:13][c:14]([Cl:16])[cH:15]2)[cH:6][cH:7][n:8]1.[ClH:1].[ClH:32].[K+:26].[K+:27].[O-:28][C:29]([O-:30])=[O:31].[OH2:33].[OH:18][c:19]1[cH:20][cH:21][cH:22][c:23]([OH:24])[cH:25]1>>[CH2:3]([c:4]1[n:5]([CH2:9][c:10]2[cH:11][c:12]([Cl:17])[cH:13][c:14]([Cl:16])[cH:15]2)[cH:6][cH:7][n:8]1)[O:18][c:19]1[cH:20][cH:21][cH:22][c:23]([OH:24])[cH:25]1.